Dataset: the Open Reaction Database (ORD), a public repository of structured organic reaction records. Task: describe an organic reaction: reactants, conditions, products, and yield Starting materials: COC(C(=O)NCc1ccc(C#N)cc1)c1ccc(O)cc1, O=C([O-])[O-], [Cs+], [Cs+], CC(C)I, CN(C)C=O. The product is COC(C(=O)NCc1ccc(C#N)cc1)c1ccc(OC(C)C)cc1. RXN SMILES: [C:1](#[N:2])[c:3]1[cH:4][cH:5][c:6]([CH2:7][NH:8][C:9]([CH:10]([O:11][CH3:12])[c:13]2[cH:14][cH:15][c:16]([OH:19])[cH:17][cH:18]2)=[O:20])[cH:21][cH:22]1.[C:23](=[O:24])([O-:25])[O-:26].[Cs+:27].[Cs+:32].[I:28][CH:29]([CH3:30])[CH3:31].[O:33]=[CH:34][N:35]([CH3:36])[CH3:37]>>[C:1](#[N:2])[c:3]1[cH:4][cH:5][c:6]([CH2:7][NH:8][C:9]([CH:10]([O:11][CH3:12])[c:13]2[cH:14][cH:15][c:16]([O:19][CH:29]([CH3:30])[CH3:31])[cH:17][cH:18]2)=[O:20])[cH:21][cH:22]1.